This data is from the Open Reaction Database (ORD), a public repository of structured organic reaction records. The task is: describe an organic reaction: reactants, conditions, products, and yield Starting materials: BrC=1C=C2C(=NC1)N(C=N2)COCC[Si](C)(C)C (6-bromo-3-(2-trimethysilylethoxymethyl)-3H-imidazo-[4,5-b]-pyridine), C(CCC)C(=C(CCCC)CCCC)[Sn] (tributylvinyl tin), CN(C)C=O (DMF). The reagents and catalysts are C1=CC=C(C=C1)P(C2=CC=CC=C2)C3=CC=CC=C3.C1=CC=C(C=C1)P(C2=CC=CC=C2)C3=CC=CC=C3.Cl[Pd]Cl (bis(triphenylphosphine)-palladium (II) chloride). Run at temperature 95 celsius. The product is C[Si](CCOCN1C=NC=2C1=NC=C(C2)CCO)(C)C (2-[3-(2-Trimethylsilylethoxymethyl)-3H-imidazo[4,5-b]pyridin-6-yl]-ethanol). Yield: 97.0%. RXN SMILES: Br[C:2]1[CH:3]=[C:4]2[N:10]=[CH:9][N:8]([CH2:11][O:12][CH2:13][CH2:14][Si:15]([CH3:18])([CH3:17])[CH3:16])[C:5]2=[N:6][CH:7]=1.C(C([Sn])=C(CC[CH2:31][CH3:32])CCCC)CCC.CN(C=[O:38])C>C1C=CC(P(C2C=CC=CC=2)C2C=CC=CC=2)=CC=1.C1C=CC(P(C2C=CC=CC=2)C2C=CC=CC=2)=CC=1.Cl[Pd]Cl>[CH3:16][Si:15]([CH3:18])([CH3:17])[CH2:14][CH2:13][O:12][CH2:11][N:8]1[C:5]2=[N:6][CH:7]=[C:2]([CH2:32][CH2:31][OH:38])[CH:3]=[C:4]2[N:10]=[CH:9]1 |f:3.4.5,^1:20|. Procedure details: To a solution of 6-bromo-3-(2-trimethysilylethoxymethyl)-3H-imidazo-[4,5-b]-pyridine (1.3 g, 4 mmol) and bis(triphenylphosphine)-palladium (II) chloride in DMF (12 mL) was added tributylvinyl tin (2.14 g, 6.7 mmol). The reaction vessel was evacuated-purged (N2) several times followed by heating to 95° C. for 15 h. After cooling, the crude reaction mixture was filtered through a pad of celite® and eluted with ethyl ether. The ethereal mixture was washed several times with saturated KF, brine, dri... The reactants are C1(CC1)NC1CCN(CC1)C1=NC=C(N=C1)C (cyclopropyl-[1-(5-methyl-pyrazin-2-yl)-piperidin-4-yl]-amine), FC=1C=C(C(=O)O)C=CC1C1=CN=CO1 (3-fluoro-4-oxazol-5-yl-benzoic acid). Product: C1(CC1)N(C(C1=CC(=C(C=C1)C1=CN=CO1)F)=O)C1CCN(CC1)C1=NC=C(N=C1)C (N-Cyclopropyl-3-fluoro-N-[1-(5-methyl-pyrazin-2-yl)-piperidin-4-yl]-4-oxazol-5-yl-benzamide). RXN SMILES: [CH:1]1([NH:4][CH:5]2[CH2:10][CH2:9][N:8]([C:11]3[CH:16]=[N:15][C:14]([CH3:17])=[CH:13][N:12]=3)[CH2:7][CH2:6]2)[CH2:3][CH2:2]1.[F:18][C:19]1[CH:20]=[C:21]([CH:25]=[CH:26][C:27]=1[C:28]1[O:32][CH:31]=[N:30][CH:29]=1)[C:22](O)=[O:23]>>[CH:1]1([N:4]([CH:5]2[CH2:10][CH2:9][N:8]([C:11]3[CH:16]=[N:15][C:14]([CH3:17])=[CH:13][N:12]=3)[CH2:7][CH2:6]2)[C:22](=[O:23])[C:21]2[CH:25]=[CH:26][C:27]([C:28]3[O:32][CH:31]=[N:30][CH:29]=3)=[C:19]([F:18])[CH:20]=2)[CH2:2][CH2:3]1. Reported procedure: The title compound is prepared from cyclopropyl-[1-(5-methyl-pyrazin-2-yl)-piperidin-4-yl]-amine and 3-fluoro-4-oxazol-5-yl-benzoic acid following a procedure analogous to that described in Example 17. LC (method 1): tR=1.20 min; Mass spectrum (ESI+): m/z=422 [M+H]+. Reactants: Cl.NO (hydroxylamine hydrochloride), C([O-])([O-])=O.[Na+].[Na+] (sodium carbonate), CC=1C=C(C=CC1)CCCCCCCCC(=O)Cl (9(3-methylphenyl)nonanoyl chloride). Run in C(Cl)Cl (CH2Cl2), O (water), O (H2O), C(Cl)Cl (CH2Cl2). Product: CC=1C=C(C=CC1)CCCCCCCCC(=O)NO (9(3-methylphenyl)nonanohydroxamic acid). RXN SMILES: Cl.[NH2:2][OH:3].C(=O)([O-])[O-].[Na+].[Na+].[CH3:10][C:11]1[CH:12]=[C:13]([CH2:17][CH2:18][CH2:19][CH2:20][CH2:21][CH2:22][CH2:23][CH2:24][C:25](Cl)=[O:26])[CH:14]=[CH:15][CH:16]=1>C(Cl)Cl.O>[CH3:10][C:11]1[CH:12]=[C:13]([CH2:17][CH2:18][CH2:19][CH2:20][CH2:21][CH2:22][CH2:23][CH2:24][C:25]([NH:2][OH:3])=[O:26])[CH:14]=[CH:15][CH:16]=1 |f:0.1,2.3.4|. Procedure details: To a cold, stirring suspension of 1.3 gm hydroxylamine hydrochloride and 1.8 gm sodium carbonate in 25 ml CH2Cl2 was added dropwise 4 gms 9(3-methylphenyl)nonanoyl chloride. The reaction mixture was stirred at 5°-10° for 45 min, then 2.1 ml H2O was added and the mixture stirred overnight at room temperature. The suspension was then diluted with CH2Cl2 and water, shaken, and the organic layer was separated. It was washed three times with water and once with NaCl solution, dried over MgSO4, and fi... The reactants are ClC(=O)OCC1=CC=CC=C1 (Benzyl chloroformate), COC(=O)[C@]12CN(C[C@@H]2CCC1)CC1=CC=CC=C1 ((1R*,5R*)-3-benzyl-3-azabicyclo[3.3.0]octan-1-ylcarboxylic acid methyl ester). Solvent: ClCCl (dichloromethane). Reaction conditions: temperature 40 celsius, time 23 hour. Product: COC(=O)[C@]12CN(C[C@@H]2CCC1)C(=O)OCC1=CC=CC=C1 ((1R*,5R*)-3-Benzyloxycarbonyl-3-azabicyclo[3.3.0]octan-1-ylcarboxylic acid methyl ester). Yield: 44.9%. As a reaction SMILES: Cl[C:2]([O:4][CH2:5][C:6]1[CH:11]=[CH:10][CH:9]=[CH:8][CH:7]=1)=[O:3].[CH3:12][O:13][C:14]([C@:16]12[CH2:23][CH2:22][CH2:21][C@H:20]1[CH2:19][N:18](CC1C=CC=CC=1)[CH2:17]2)=[O:15]>ClCCl>[CH3:12][O:13][C:14]([C@:16]12[CH2:23][CH2:22][CH2:21][C@H:20]1[CH2:19][N:18]([C:2]([O:4][CH2:5][C:6]1[CH:11]=[CH:10][CH:9]=[CH:8][CH:7]=1)=[O:3])[CH2:17]2)=[O:15]. Reported procedure: Benzyl chloroformate (3.53 mL, 24.6 mmol) was added to a solution of (1R*,5R*)-3-benzyl-3-azabicyclo[3.3.0]octan-1-ylcarboxylic acid methyl ester (4.27 g, 16.46 mmol) in dichloromethane (50 mL) at room temperature, and the mixture was stirred on an oil bath at 40° C. for 23 hours. The solvent was evaporated under reduced pressure, and then the residue was purified by silica gel column chromatography (hexane:ethyl acetate=90:10→80:20→67:33) to give 2.24 g (45%) of the title compound as a colorles... Starting materials: N=C(N)NC(N)=S, CCCCCN, CCO, CC(=O)O. Product: CCCCCNC(=N)NC(N)=S. RXN SMILES: [C:11]([NH2:12])(=[NH:13])[NH:14][C:15](=[S:16])[NH2:17].[CH2:1]([CH2:2][CH2:3][CH2:4][CH3:5])[NH2:6].[CH3:18][CH2:19][OH:20].[CH3:7][C:8](=[O:9])[OH:10]>>[CH2:1]([CH2:2][CH2:3][CH2:4][CH3:5])[NH:6][C:11](=[NH:12])[NH:14][C:15](=[S:16])[NH2:17]. The reactants are ClC=1C(=CC2=C(N=C(O2)C)C1)[N+](=O)[O-] (5-Chloro-2-methyl-6-nitrobenzoxazole). Run in O1CCCC1 (tetrahydrofuran). Reaction conditions: time 1.5 hour. The product is NC1=CC2=C(N=C(O2)C)C=C1Cl (6-Amino-5-Chloro-2-Methylbenzoxazole). As a reaction SMILES: [Cl:1][C:2]1[C:3]([N+:12]([O-])=O)=[CH:4][C:5]2[O:9][C:8]([CH3:10])=[N:7][C:6]=2[CH:11]=1>O1CCCC1>[NH2:12][C:3]1[C:2]([Cl:1])=[CH:11][C:6]2[N:7]=[C:8]([CH3:10])[O:9][C:5]=2[CH:4]=1. Procedure details: 5-Chloro-2-methyl-6-nitrobenzoxazole (30 g), was dissolved in tetrahydrofuran (150 mL), and Raney-Nickel which had been pre-washed with water (×3) and tetrahydrofuran (×3), was added. The mixture was then hydrogenated at room temperature and 50 psi of hydrogen. The reaction is complete in approximately 1.5 hours. After this period, the catalyst is filtered off and the solution concentrated under reduced pressure. The residue is triturated with heptane, cooled and the solid filtered off. Yield 22...